This data is from the Open Reaction Database (ORD), a public repository of structured organic reaction records. The task is: describe an organic reaction: reactants, conditions, products, and yield Starting materials: O (water), CN(C1=CC=C(C=O)C=C1)C (4-dimethylaminobenzaldehyde), [Br-].O=C1NN=CC2=CC(=CC=C12)C[P+](C1=CC=CC=C1)(C1=CC=CC=C1)C1=CC=CC=C1 (1-oxo-2H-phthalazin-6-ylmethyl triphenylphosphonium bromide). The solvent is CS(=O)C (DMSO), CS(=O)C (DMSO). Run at time 8 hour. The product is CN(C1=CC=C(C=C1)\C=C/C=1C=C2C=NNC(C2=CC1)=O)C (Cis-6-[2-(4-Dimethylaminophenyl)ethenyl]-1(2H)-phthalazinone). The yield is 41.2%. As a reaction SMILES: [CH3:1][N:2]([CH3:11])[C:3]1[CH:10]=[CH:9][C:6]([CH:7]=O)=[CH:5][CH:4]=1.[Br-].[O:13]=[C:14]1[C:23]2[C:18](=[CH:19][C:20]([CH2:24][P+](C3C=CC=CC=3)(C3C=CC=CC=3)C3C=CC=CC=3)=[CH:21][CH:22]=2)[CH:17]=[N:16][NH:15]1.O>CS(C)=O>[CH3:1][N:2]([CH3:11])[C:3]1[CH:10]=[CH:9][C:6](/[CH:7]=[CH:24]\[C:20]2[CH:19]=[C:18]3[C:23](=[CH:22][CH:21]=2)[C:14](=[O:13])[NH:15][N:16]=[CH:17]3)=[CH:5][CH:4]=1 |f:1.2|. Procedure details: 4-dimethylaminobenzaldehyde (9 gm) in DMSO (30 ml) was added to a solution of 1-oxo-2H-phthalazin-6-ylmethyl triphenylphosphonium bromide (0.04 mole) in DMSO (100 ml) and stirred overnight at room temperature. The reaction mixture was added to water (1 L), stirred, and the precipitate was filtered to give a solid. The solid was air dried, slurried with acetone (200 ml) and filtered and dried to give a mixture of cis and trans isomers (9.9 gm). The solid was recrystallized from DMF (65 ml) and fi... The reactants are BrC1=C(C=O)C=CC=C1 (2-bromobenzaldehyde), C[Si](C)(C)C(F)(F)F (trimethylsilyl-trifluoromethane), O.[F-].C(CCC)[N+](CCCC)(CCCC)CCCC (tetrabutylammonium fluoride hydrate). The reagents and catalysts are [F-].C(CCC)[N+](CCCC)(CCCC)CCCC (tetrabutylammonium fluoride). Solvent: O1CCCC1 (tetrahydrofuran). Run at time 2 hour. Product: BrC1=C(C=CC=C1)C(C(F)(F)F)O (1-(2-Bromophenyl)-2,2,2-trifluoro-ethanol). Yield: 120.4%. RXN SMILES: [Br:1][C:2]1[CH:9]=[CH:8][CH:7]=[CH:6][C:3]=1[CH:4]=[O:5].C[Si]([C:14]([F:17])([F:16])[F:15])(C)C.O.[F-].C([N+](CCCC)(CCCC)CCCC)CCC>O1CCCC1.[F-].C([N+](CCCC)(CCCC)CCCC)CCC>[Br:1][C:2]1[CH:9]=[CH:8][CH:7]=[CH:6][C:3]=1[CH:4]([OH:5])[C:14]([F:17])([F:16])[F:15] |f:2.3.4,6.7|. Procedure: To a solution of 2-bromobenzaldehyde (27.0 g, 146.5 mmol) and trimethylsilyl-trifluoromethane (25.0 g, 175.8 mmol) in tetrahydrofuran (300 ml) was added drop-wise tetrabutylammonium fluoride (1 M in tetrahydrofuran, 5 ml, 5 mmol) at 0° C. After the addition, the mixture was stirred at room temperature for 2 hours. Further tetrabutylammonium fluoride hydrate (49.0 g, 175.8 mmol) was added and the mixture was stirred for 30 minutes. The solvent was evaporated in vacuo. The residue was dissolved in... The reactants are COC(CN1C(C=CC2=NC=C(C=C12)F)=O)O ((7-Fluoro-2-oxo-1,5-naphthyridin-1(2H)-yl)acetaldehyde methyl hemiacetal), C(C)(=O)O[BH-](OC(C)=O)OC(C)=O.[Na+] (Sodium triacetoxyborohydride), CC(C)(C)N(C([O-])=O)[C@H]1[C@H](CNCC1)O (1,1-dimethylethyl[(3S,4R)-3-hydroxy-4-piperidinyl]carbamate), OCCCC1=CC(NN(C1=O)CC1=CC=C(C=C1)OC)=O (5-(3-Hydroxypropyl)-1-{[4-(methyloxy)phenyl]methyl}-1,2-dihydro-3,6-pyridazinedione). Run in C(Cl)(Cl)Cl (chloroform), CO (MeOH). Product: FC1=CN=C2C=CC(N(C2=C1)CCN1C[C@@H]([C@@H](CC1)NC(OC(C)(C)C)=O)O)=O (1,1-dimethylethyl {(3S,4R)-1-[2-(7-fluoro-2-oxo-1,5-naphthyridin-1(2H)-yl)ethyl]-3-hydroxy-4-piperidinyl}carbamate). RXN SMILES: CO[CH:3](O)[CH2:4][N:5]1[C:14]2[C:9](=[N:10][CH:11]=[C:12]([F:15])[CH:13]=2)[CH:8]=[CH:7][C:6]1=[O:16].CC([N:22]([C@@H:26]1[CH2:31][CH2:30][NH:29][CH2:28][C@@H:27]1[OH:32])[C:23](=[O:25])[O-:24])(C)C.OCC[CH2:36][C:37]1[C:42](=O)N(CC2C=CC(OC)=CC=2)NC(=O)[CH:38]=1.C(O[BH-](OC(=O)C)OC(=O)C)(=O)C.[Na+]>C(Cl)(Cl)Cl.CO>[F:15][C:12]1[CH:13]=[C:14]2[C:9]([CH:8]=[CH:7][C:6](=[O:16])[N:5]2[CH2:4][CH2:3][N:29]2[CH2:30][CH2:31][C@@H:26]([NH:22][C:23](=[O:25])[O:24][C:37]([CH3:42])([CH3:38])[CH3:36])[C@@H:27]([OH:32])[CH2:28]2)=[N:10][CH:11]=1 |f:3.4|. Procedure: (7-Fluoro-2-oxo-1,5-naphthyridin-1(2H)-yl)acetaldehyde methyl hemiacetal (200 mg, 0.8396 mmol) and 1,1-dimethylethyl[(3S,4R)-3-hydroxy-4-piperidinyl]carbamate (for a synthesis see WO2004058144, Example 5(c), cis-(3-hydroxy-piperidin-4-yl)-carbamic acid tert-butyl ester Enantiomer 2) (192 mg, 1 eq.) were stirred in chloroform (10 ml) plus MeOH (0.5 ml) under argon for 2 h. Sodium triacetoxyborohydride (534 mg, 3 eq.) was added in one portion and the mixture was stirred at rt over the weekend, the... Reactants: NC=1C(=NC(=CN1)[C@H]1C[C@H]([C@@H](CC1)O)F)C1=CC(=C(C(=O)O)C=C1)F (4-(3-amino-6-((1R,3R,4R)-3-fluoro-4-hydroxycyclohexyl)pyrazin-2-yl)-2-fluorobenzoic acid), Cl.N[C@H](CO)C1=CC(=CC(=C1)I)F ((S)-2-amino-2-(3-fluoro-5-iodophenyl)ethanol hydrochloride), C1=CC2=C(N=C1)N(N=N2)O (HOAt), C(CCl)Cl (EDC), CCN(C(C)C)C(C)C (DIEA). Run in O (water), CN(C)C=O (DMF). Reaction conditions: time 15 hour. Product: NC=1C(=NC(=CN1)[C@H]1C[C@H]([C@@H](CC1)O)F)C1=CC(=C(C(=O)N[C@H](CO)C2=CC(=CC(=C2)I)F)C=C1)F (4-(3-amino-6-((1R,3R,4R)-3-fluoro-4-hydroxycyclohexyl)pyrazin-2-yl)-2-fluoro-N—((S)-1-(3-fluoro-5-iodophenyl)-2-hydroxyethyl)benzamide). The yield is 49.6%. As a reaction SMILES: [NH2:1][C:2]1[C:3]([C:16]2[CH:24]=[CH:23][C:19]([C:20](O)=[O:21])=[C:18]([F:25])[CH:17]=2)=[N:4][C:5]([C@@H:8]2[CH2:13][CH2:12][C@@H:11]([OH:14])[C@H:10]([F:15])[CH2:9]2)=[CH:6][N:7]=1.Cl.[NH2:27][C@@H:28]([C:31]1[CH:36]=[C:35]([I:37])[CH:34]=[C:33]([F:38])[CH:32]=1)[CH2:29][OH:30].C1C=NC2N(O)N=NC=2C=1.C(Cl)CCl.CCN(C(C)C)C(C)C>CN(C=O)C.O>[NH2:1][C:2]1[C:3]([C:16]2[CH:24]=[CH:23][C:19]([C:20]([NH:27][C@@H:28]([C:31]3[CH:36]=[C:35]([I:37])[CH:34]=[C:33]([F:38])[CH:32]=3)[CH2:29][OH:30])=[O:21])=[C:18]([F:25])[CH:17]=2)=[N:4][C:5]([C@@H:8]2[CH2:13][CH2:12][C@@H:11]([OH:14])[C@H:10]([F:15])[CH2:9]2)=[CH:6][N:7]=1 |f:1.2|. Procedure: To a solution of 4-(3-amino-6-((1R,3R,4R)-3-fluoro-4-hydroxycyclohexyl)pyrazin-2-yl)-2-fluorobenzoic acid (18 mg, 0.052 mmol) in DMF (0.52 mL) was added (S)-2-amino-2-(3-fluoro-5-iodophenyl)ethanol hydrochloride (19.6 mg, 0.062 mmol), HOAt (10.52 mg, 0.077 mmol), EDC (19.76 mg, 0.103 mmol), and DIEA (27 μl, 0.155 mmol). The reaction mixture was stirred for 15 h. After water was added, the reaction mixture was extracted with EtOAc and the organic layer was washed with water twice. The organic lay... Starting materials: C1(CCCCC1)C1(OC1)C (racemic 2-cyclohexyl-2-methyloxirane), halohydrin, [N-]=[N+]=[N-].[Na+] (NaN3). The solvent is Tris SO4. Conditions: temperature 24 celsius, time 2.5 hour. The product is C1(CCCCC1)[C@@]1(OC1)C ((S)-2-cyclohexyl-2-methyloxirane), (R)-azido-2-cyclohexylpropanol-2. Isolated yield 41.0%. RXN SMILES: [CH:1]1([C:7]2([CH3:10])[CH2:9][O:8]2)[CH2:6][CH2:5][CH2:4][CH2:3][CH2:2]1.[N-]=[N+]=[N-].[Na+]>>[CH:1]1([C@@:7]2([CH3:10])[CH2:9][O:8]2)[CH2:6][CH2:5][CH2:4][CH2:3][CH2:2]1 |f:1.2|. Procedure details: 300 mg (2.14 mmol) of racemic 2-cyclohexyl-2-methyloxirane was dissolved in 40 mL Tris-SO4 buffer (200 mM, pH 7.5), followed by addition of purified enzyme (9 mg of halohydrin dehalogenase HheC in 280 μL buffer) and 69 mg (1.06 mmol) of NaN3. The reaction mixture was stirred at room temperature (24° C.) and monitored by gas chromatography (GC). The reaction was stopped after 2.5 h and extracted with 3×25 mL of ethylacetate. The combined organic phase was dried over Na2SO4 and solvent was evapora...